From a dataset of the Open Reaction Database (ORD), a public repository of structured organic reaction records. describe an organic reaction: reactants, conditions, products, and yield The reactants are P(=O)(O[C@@H](COC1=C(C=C(C=C1)N1C=NC2=C(C1=O)SC(=C2)C2=CC=C(C=C2)Cl)OC)C2CC2)(OCC[Si](C)(C)C)OCC[Si](C)(C)C ((R)-2-(4-(6-(4-chlorophenyl)-4-oxothieno[3,2-d]pyrimidin-3(4H)-yl)-2-methoxyphenoxy)-1-cyclopropyl-ethyl bis(2-(trimethylsilyl)ethyl) phosphate), C(=O)(C(F)(F)F)O (TFA), glycol, C(=O)(C(F)(F)F)O (TFA). Solvent: C(Cl)Cl (CH2Cl2). Run at temperature 20 celsius, time 64 minute. Yields the product P(=O)(O[C@@H](COC1=C(C=C(C=C1)N1C=NC2=C(C1=O)SC(=C2)C2=CC=C(C=C2)Cl)OC)C2CC2)(O)O ((R)-2-(4-(6-(4-chlorophenyl)-4-oxothieno[3,2-d]pyrimidin-3(4H)-yl)-2-methoxyphenyloxy)-1-cyclopropylethyl dihydrogen phosphate). Isolated yield 73.4%. As a reaction SMILES: [P:1]([O:42]CC[Si](C)(C)C)([O:35]CC[Si](C)(C)C)([O:3][C@H:4]([CH:32]1[CH2:34][CH2:33]1)[CH2:5][O:6][C:7]1[CH:12]=[CH:11][C:10]([N:13]2[C:18](=[O:19])[C:17]3[S:20][C:21]([C:23]4[CH:28]=[CH:27][C:26]([Cl:29])=[CH:25][CH:24]=4)=[CH:22][C:16]=3[N:15]=[CH:14]2)=[CH:9][C:8]=1[O:30][CH3:31])=[O:2].C(O)(C(F)(F)F)=O>C(Cl)Cl>[P:1]([OH:42])([OH:35])([O:3][C@H:4]([CH:32]1[CH2:33][CH2:34]1)[CH2:5][O:6][C:7]1[CH:12]=[CH:11][C:10]([N:13]2[C:18](=[O:19])[C:17]3[S:20][C:21]([C:23]4[CH:28]=[CH:27][C:26]([Cl:29])=[CH:25][CH:24]=4)=[CH:22][C:16]=3[N:15]=[CH:14]2)=[CH:9][C:8]=1[O:30][CH3:31])=[O:2]. Reported procedure: A mixture of (R)-2-(4-(6-(4-chlorophenyl)-4-oxothieno[3,2-d]pyrimidin-3(4H)-yl)-2-methoxyphenoxy)-1-cyclopropyl-ethyl bis(2-(trimethylsilyl)ethyl) phosphate (35.27 g, 47.06 mmoles), prepared in Part B, and anhydrous CH2Cl2 (315 mL) in a 500 mL CHEMGLASS® jacketed reactor (glycol) equipped with mechanical stirrer, temperature inlet, nitrogen/vacuum switch inlet, addition funnel and reflux condenser was stirred at 20° C. until dissolution was complete; whereupon, the internal temperature was reduc... The reactants are COC1=CC(=C(C=C1)NC1=C(C(C(=O)O)=CC=C1)C(=O)O)OC1=CC=CC=C1 (3-(4-methoxy-2-phenoxy-phenylamino)-phthalic acid), Cl.NC1C(=O)NC(CC1)=O (rac-α-aminoglutarimide hydrochloride). Solvent: N1=CC=CC=C1 (pyridine). Yields the product O=C1NC(CCC1N1C(C2=CC=CC(=C2C1=O)NC1=C(C=C(C=C1)OC)OC1=CC=CC=C1)=O)=O (2-(2,6-Dioxo-piperidin-3-yl)-4-(4-methoxy-2-phenoxy-phenylamino)-isoindole-1,3-dione). Yield: 89.0%. Reaction SMILES: [CH3:1][O:2][C:3]1[CH:8]=[CH:7][C:6]([NH:9][C:10]2[CH:18]=[CH:17][CH:16]=[C:12]([C:13]([OH:15])=O)[C:11]=2[C:19]([OH:21])=O)=[C:5]([O:22][C:23]2[CH:28]=[CH:27][CH:26]=[CH:25][CH:24]=2)[CH:4]=1.Cl.[NH2:30][CH:31]1[CH2:37][CH2:36][C:35](=[O:38])[NH:34][C:32]1=[O:33]>N1C=CC=CC=1>[O:33]=[C:32]1[CH:31]([N:30]2[C:19](=[O:21])[C:11]3[C:12](=[CH:16][CH:17]=[CH:18][C:10]=3[NH:9][C:6]3[CH:7]=[CH:8][C:3]([O:2][CH3:1])=[CH:4][C:5]=3[O:22][C:23]3[CH:28]=[CH:27][CH:26]=[CH:25][CH:24]=3)[C:13]2=[O:15])[CH2:37][CH2:36][C:35](=[O:38])[NH:34]1 |f:1.2|. Reported procedure: A mixture of 3-(4-methoxy-2-phenoxy-phenylamino)-phthalic acid (0.60 g, 1.6 mmol) and rac-α-aminoglutarimide hydrochloride (0.26 g, 1.6 mmol) in pyridine (10 mL) were heated to reflux for 20 hours. The mixture was cooled and evaporated under vacuum. The residue was dissolved in ethyl acetate (100 mL) and washed with dilute aqueous HCl (3×100 mL) and water (100 mL), and then evaporated under vacuum. The residue was purified by ISCO silica gel flash chromatography using a methylene chloride-methan... The reactants are Cl.ClC1=CC2=C(OC=C2CCCN2CCN(CC2)C2=NC=CC=C2OC)C=C1 (1-[3-(5-chlorobenzo[b]furan-3-yl)propyl]-4-(3-methoxy-2-pyridinyl)piperazine hydrochloride), S(=O)(=O)(C1=CC=C(C)C=C1)OCCCC=1C2=C(OC1)C=CC=C2 (3-benzo[b]furanpropanol tosylate), COC=1C(=NC=CC1)N1CCNCC1 (1-(3-methoxy-2-pyridinyl)piperazine). The product is Cl.O1C2=C(C(=C1)CCCN1CCN(CC1)C1=NC=CC=C1OC)C=CC=C2 (1-[3-(benzo[b]furan-3-yl)propyl]-4-(3-methoxy-2-pyridinyl)piperazine hydrochloride). As a reaction SMILES: Cl.[Cl:2][C:3]1[CH:28]=[CH:27][C:6]2[O:7][CH:8]=[C:9]([CH2:10][CH2:11][CH2:12][N:13]3[CH2:18][CH2:17][N:16]([C:19]4[C:24]([O:25][CH3:26])=[CH:23][CH:22]=[CH:21][N:20]=4)[CH2:15][CH2:14]3)[C:5]=2[CH:4]=1.S(OCCCC1C2C=CC=CC=2OC=1)(C1C=CC(C)=CC=1)(=O)=O.COC1C(N2CCNCC2)=NC=CC=1>>[ClH:2].[O:7]1[CH:8]=[C:9]([CH2:10][CH2:11][CH2:12][N:13]2[CH2:18][CH2:17][N:16]([C:19]3[C:24]([O:25][CH3:26])=[CH:23][CH:22]=[CH:21][N:20]=3)[CH2:15][CH2:14]2)[C:5]2[CH:4]=[CH:3][CH:28]=[CH:27][C:6]1=2 |f:0.1,4.5|. Reported procedure: The title compound was prepared (0.73 g, 91%, mp 179.5°-182° C.) in a manner analogous to the preparation of 1-[3-(5-chlorobenzo[b]furan-3-yl)propyl]-4-(3-methoxy-2-pyridinyl)piperazine (Example 25) by the reaction of 3-benzo[b]furanpropanol tosylate with 1-(3-methoxy-2-pyridinyl)piperazine. Starting materials: C1CCNC1, CCO, CCn1c(=O)c(C#N)c(Cl)c2ccc(C)nc21, [Na+], [Na+], O=C([O-])[O-]. The product is CCn1c(=O)c(C#N)c(N2CCCC2)c2ccc(C)nc21. RXN SMILES: [CH2:18]1[CH2:19][CH2:20][NH:21][CH2:22]1.[CH3:29][CH2:30][OH:31].[Cl:1][c:2]1[c:3]([C:16]#[N:17])[c:4](=[O:15])[n:5]([CH2:13][CH3:14])[c:6]2[n:7][c:8]([CH3:12])[cH:9][cH:10][c:11]12.[Na+:23].[Na+:24].[O-:25][C:26](=[O:27])[O-:28]>>[c:2]1([N:21]2[CH2:20][CH2:19][CH2:18][CH2:22]2)[c:3]([C:16]#[N:17])[c:4](=[O:15])[n:5]([CH2:13][CH3:14])[c:6]2[n:7][c:8]([CH3:12])[cH:9][cH:10][c:11]12. Starting materials: C(C)(C)[N-]C(C)C.[Li+] (lithium diisopropylamide), C1(=CC=CC=C1)CN1CCC(CC1)C=CC=O (3-[1-(phenylmethyl)-4-piperidinyl]-2-propenal), C1(=CC=CC=C1)S(=O)(=O)N1C=CC2=CC=C(C=C12)C (N-phenylsulfonyl-6-methyl indole). The solvent is C1CCCCC1 (cyclohexane), C1CCOC1 (THF), C1CCOC1 (THF). Run at temperature -78 celsius, time 1 hour. Product: C1(=CC=CC=C1)S(=O)(=O)N1C(=CC2=CC=C(C=C12)C)C(CO)=CC1CCN(CC1)CC1=CC=CC=C1 (2-(N-Phenylsulfonyl-6-methyl-indolyl]-3-[1-(phenylmethyl)-4-piperidinyl]-2-propen-1-ol). Isolated yield 102.6%. RXN SMILES: [C:1]1([S:7]([N:10]2[C:18]3[C:13](=[CH:14][CH:15]=[C:16]([CH3:19])[CH:17]=3)[CH:12]=[CH:11]2)(=[O:9])=[O:8])[CH:6]=[CH:5][CH:4]=[CH:3][CH:2]=1.C([N-]C(C)C)(C)C.[Li+].[C:28]1([CH2:34][N:35]2[CH2:40][CH2:39][CH:38]([CH:41]=[CH:42][CH:43]=[O:44])[CH2:37][CH2:36]2)[CH:33]=[CH:32][CH:31]=[CH:30][CH:29]=1>C1COCC1.C1CCCCC1>[C:1]1([S:7]([N:10]2[C:18]3[C:13](=[CH:14][CH:15]=[C:16]([CH3:19])[CH:17]=3)[CH:12]=[C:11]2[C:42](=[CH:41][CH:38]2[CH2:37][CH2:36][N:35]([CH2:34][C:28]3[CH:29]=[CH:30][CH:31]=[CH:32][CH:33]=3)[CH2:40][CH2:39]2)[CH2:43][OH:44])(=[O:9])=[O:8])[CH:6]=[CH:5][CH:4]=[CH:3][CH:2]=1 |f:1.2|. Procedure: A solution of N-phenylsulfonyl-6-methyl indole (1.18 g, 4.34 mmol) in 30 ml of dry THF was cooled to −78° C. and treated with 3.5 ml (5.2 mmol) of 1.5 M lithium diisopropylamide in cyclohexane at −78° C. After stirring at −78° C. for 1 hour, a solution of 3-[1-(phenylmethyl)-4-piperidinyl]-2-propenal (1.0 g, 4.36 mmol) in 5 ml of dry THF was added at −78° C. and stirred at that temperature for 40 minutes. The mixture was quenched with water and extracted with chloroform. The organic layer was dr... Reactants: C1CCOC1, C1CCC2=NCCCN2CC1, Nc1onc(-c2ccc(F)cc2)c1-c1ccncn1, O=C(Cl)Cc1ccccc1, c1c[nH]cn1. Product: O=C(Cc1ccccc1)Nc1onc(-c2ccc(F)cc2)c1-c1ccncn1. RXN SMILES: [CH2:46]1[O:47][CH2:48][CH2:49][CH2:50]1.[CH2:6]1[CH2:7][CH2:8][C:9]2=[N:14][CH2:13][CH2:12][CH2:11][N:10]2[CH2:15][CH2:16]1.[NH2:27][c:28]1[c:29](-[c:40]2[n:41][cH:42][n:43][cH:44][cH:45]2)[c:30](-[c:33]2[cH:34][cH:35][c:36]([F:39])[cH:37][cH:38]2)[n:31][o:32]1.[c:17]1([CH2:23][C:24](=[O:25])[Cl:26])[cH:18][cH:19][cH:20][cH:21][cH:22]1.[nH:1]1[cH:2][cH:3][n:4][cH:5]1>>[c:17]1([CH2:23][C:24](=[O:25])[NH:27][c:28]2[c:29](-[c:40]3[n:41][cH:42][n:43][cH:44][cH:45]3)[c:30](-[c:33]3[cH:34][cH:35][c:36]([F:39])[cH:37][cH:38]3)[n:31][o:32]2)[cH:18][cH:19][cH:20][cH:21][cH:22]1.